Dataset: the Open Reaction Database (ORD), a public repository of structured organic reaction records. Task: describe an organic reaction: reactants, conditions, products, and yield The reactants are CO, COC(=O)c1ccc(C(=O)NCC2CCN(c3nccc(C(F)(F)F)n3)CC2)cc1, [Li+], C1CCOC1, [OH-], O. The product is O=C(O)c1ccc(C(=O)NCC2CCN(c3nccc(C(F)(F)F)n3)CC2)cc1. Reaction SMILES: [CH3:31][OH:32].[F:1][C:2]([c:3]1[n:4][c:5]([N:9]2[CH2:10][CH2:11][CH:12]([CH2:15][NH:16][C:17](=[O:18])[c:19]3[cH:20][cH:21][c:22]([C:23](=[O:24])[O:25][CH3:26])[cH:27][cH:28]3)[CH2:13][CH2:14]2)[n:6][cH:7][cH:8]1)([F:29])[F:30].[Li+:34].[O:36]1[CH2:37][CH2:38][CH2:39][CH2:40]1.[OH-:35].[OH2:33]>>[F:1][C:2]([c:3]1[n:4][c:5]([N:9]2[CH2:10][CH2:11][CH:12]([CH2:15][NH:16][C:17](=[O:18])[c:19]3[cH:20][cH:21][c:22]([C:23](=[O:24])[OH:25])[cH:27][cH:28]3)[CH2:13][CH2:14]2)[n:6][cH:7][cH:8]1)([F:29])[F:30].